Dataset: the Open Reaction Database (ORD), a public repository of structured organic reaction records. Task: describe an organic reaction: reactants, conditions, products, and yield The reactants are C(=O)([O-])[O-].[K+].[K+] (K2CO3), ClC(=O)OC (methyl chloroformate), FC(C=1C=C(COCC(CC#N)(C2=CC=CC=C2)C)C=C(C1)C(F)(F)F)(F)F (4-(3,5-bis(trifluoromethyl)benzyloxy)-3-methyl-3-phenylbutanenitrile), C(N)([O-])=O (carbamate), [Li] (lithium), [H-] (hydride). Run in C(Cl)Cl (CH2Cl2), C1CCOC1 (THF). Run at temperature 80 celsius, time 8 hour. Product: FC(C=1C=C(COCC(CCNC)(C2=CC=CC=C2)C)C=C(C1)C(F)(F)F)(F)F (1-(3,5-bis(trifluoromethyl)benzyloxy)-4-methylamino-2-methyl-2-phenylbutane). The yield is 17.6%. Reaction SMILES: [F:1][C:2]([F:28])([F:27])[C:3]1[CH:4]=[C:5]([CH:20]=[C:21]([C:23]([F:26])([F:25])[F:24])[CH:22]=1)[CH2:6][O:7][CH2:8][C:9]([CH3:19])([C:13]1[CH:18]=[CH:17][CH:16]=[CH:15][CH:14]=1)[CH2:10][C:11]#[N:12].[C:29]([O-])([O-])=O.[K+].[K+].ClC(OC)=O.C(=O)([O-])N.[Li].[H-]>C(Cl)Cl.C1COCC1>[F:1][C:2]([F:27])([F:28])[C:3]1[CH:4]=[C:5]([CH:20]=[C:21]([C:23]([F:25])([F:24])[F:26])[CH:22]=1)[CH2:6][O:7][CH2:8][C:9]([CH3:19])([C:13]1[CH:18]=[CH:17][CH:16]=[CH:15][CH:14]=1)[CH2:10][CH2:11][NH:12][CH3:29] |f:1.2.3,^1:43|. Procedure details: 4-(3,5-bis(trifluoromethyl)benzyloxy)-3-methyl-3-phenylbutanenitrile (46.2 mg, 0.115 mmol) was treated with neat borane-dimethylsulfide complex for 2 hour at room temperature until completion of reaction. The excess amount of borane was removed under nitrogen stream. The residue was quenched further with methanol and then heated at 80° C. for 1 hour to decompose the borane-amine complex. The resultant solution was concentrated and re-dissolved in CH2Cl2. It was washed with brine and dried with s... The reactants are C(C)OC(=O)C1=CN=C2N(C1=O)C(CCC2=NNC2=CC=CC=C2)C (ethyl-9-(phenyl-hydrazono)-6-methyl-4-oxo-6,7,8,9-tetrahydro-4H-pyrido(1,2-a)pyrimidine-3-carboxylate), solution, O.NN (hydrazine-hydrate). Solvent: C(C)O (ethanol). Product: C1(=CC=CC=C1)NN=C1CCC(N2C1=NC=C(C2=O)C(=O)NN)C (9-(phenyl-hydrazono)-6-methyl-4-oxo-6,7,8,9-tetrahydro-4H-pyrido(1,2-a)pyrimidine-3-carbohydrazide). Yield: 82.7%. As a reaction SMILES: C(O[C:4]([C:6]1[C:11](=[O:12])[N:10]2[CH:13]([CH3:25])[CH2:14][CH2:15][C:16](=[N:17][NH:18][C:19]3[CH:24]=[CH:23][CH:22]=[CH:21][CH:20]=3)[C:9]2=[N:8][CH:7]=1)=[O:5])C.O.[NH2:27][NH2:28]>C(O)C>[C:19]1([NH:18][N:17]=[C:16]2[C:9]3=[N:8][CH:7]=[C:6]([C:4]([NH:27][NH2:28])=[O:5])[C:11](=[O:12])[N:10]3[CH:13]([CH3:25])[CH2:14][CH2:15]2)[CH:24]=[CH:23][CH:22]=[CH:21][CH:20]=1 |f:1.2|. Reported procedure: 7.8 g. (0.02 mole) of ethyl-9-(phenyl-hydrazono)-6-methyl-4-oxo-6,7,8,9-tetrahydro-4H-pyrido(1,2-a)pyrimidine-3-carboxylate are dissolved in 100 ml. of ethanol. To the solution 6.0 ml. of 98% hydrazine-hydrate are added and the reaction mixture is refluxed for 2 hours. On cooling the precipitation of crystals begins. The crystals are filtered off and washed with ethanol. Thus 5.4 g. (82.7%) of 9-(phenyl-hydrazono)-6-methyl-4-oxo-6,7,8,9-tetrahydro-4H-pyrido(1,2-a)pyrimidine-3-carbohydrazide are ... The reactants are Cl.C(C1=CC=CC=C1)ON (O-Benzyl hydroxylamine hydrochloride), C1=CC2=C(C=CC3=C2C(=C1)C(=O)OC3=O)Br (4-bromo-1,8-naphthalic anhydride). Run in N1=CC=CC=C1 (pyridine). The product is C(C1=CC=CC=C1)ON1C(C2=CC=CC=3C2=C(C1=O)C=CC3Br)=O (2-Benzyloxy-6-bromo-benzo[de]isoquinoline-1,3-dione). The yield is 87.2%. As a reaction SMILES: Cl.[CH2:2]([O:9][NH2:10])[C:3]1[CH:8]=[CH:7][CH:6]=[CH:5][CH:4]=1.[CH:11]1[CH:20]=[C:19]2[C:21]([O:23][C:24](=O)[C:17]3=[C:18]2[C:13](=[C:14]([Br:26])[CH:15]=[CH:16]3)[CH:12]=1)=[O:22]>N1C=CC=CC=1>[CH2:2]([O:9][N:10]1[C:24](=[O:23])[C:17]2[CH:16]=[CH:15][C:14]([Br:26])=[C:13]3[C:18]=2[C:19](=[CH:20][CH:11]=[CH:12]3)[C:21]1=[O:22])[C:3]1[CH:8]=[CH:7][CH:6]=[CH:5][CH:4]=1 |f:0.1|. Procedure: O-Benzyl hydroxylamine hydrochloride (2.0 g, 12.5 mmol) and 4-bromo-1,8-naphthalic anhydride (2.9 g, 10.5 mmol) were reacted in pyridine (50 mL) following the procedure of Example D to give 3.5 g of the title compound. Starting materials: COC=1C(=NC(=NC1)C1=NN(C2=CC=CC=C12)CC1=CC=C(C=C1)OC)N (5-methoxy-2-[1-(4-methoxybenzyl)-1H-indazol-3-yl]pyrimidin-4-amine), 1′-binaphthalene-2,2′-diylbis(diphenylphosphane), Cl.BrC1=CC=NC=C1 (4-bromopyridine hydrochloride), CC(C)(C)[O-].[Na+] (sodium 2-methylpropan-2-olate), 1′-binaphthalene-2,2′-diylbis(diphenylphosphane), Cl.BrC1=CC=NC=C1 (4-bromopyridine hydrochloride), CC(C)(C)[O-].[Na+] (sodium 2-methylpropan-2-olate). The reagents and catalysts are C1(=CC=CC=C1)\C=C\C(\C=C\C1=CC=CC=C1)=O.[Pd] ((1E,4E)-1,5-diphenylpenta-1,4-dien-3-one palladium), C1(=CC=CC=C1)\C=C\C(\C=C\C1=CC=CC=C1)=O.[Pd] ((1E,4E)-1,5-diphenylpenta-1,4-dien-3-one palladium). Solvent: CN(C)C=O (DMF), ClCCl (dichloromethane). Conditions: temperature 100 celsius, time 2 day. Yields the product COC=1C(=NC(=NC1)C1=NN(C2=CC=CC=C12)CC1=CC=C(C=C1)OC)NC1=CC=NC=C1 (5-methoxy-2-[1-(4-methoxybenzyl)-1H-indazol-3-yl]-N-(pyridin-4-yl)pyrimidin-4-amine). As a reaction SMILES: [CH3:1][O:2][C:3]1[C:4]([NH2:27])=[N:5][C:6]([C:9]2[C:17]3[C:12](=[CH:13][CH:14]=[CH:15][CH:16]=3)[N:11]([CH2:18][C:19]3[CH:24]=[CH:23][C:22]([O:25][CH3:26])=[CH:21][CH:20]=3)[N:10]=2)=[N:7][CH:8]=1.Cl.Br[C:30]1[CH:35]=[CH:34][N:33]=[CH:32][CH:31]=1.CC([O-])(C)C.[Na+]>CN(C=O)C.ClCCl.C1(/C=C/C(=O)/C=C/C2C=CC=CC=2)C=CC=CC=1.[Pd]>[CH3:1][O:2][C:3]1[C:4]([NH:27][C:30]2[CH:35]=[CH:34][N:33]=[CH:32][CH:31]=2)=[N:5][C:6]([C:9]2[C:17]3[C:12](=[CH:13][CH:14]=[CH:15][CH:16]=3)[N:11]([CH2:18][C:19]3[CH:20]=[CH:21][C:22]([O:25][CH3:26])=[CH:23][CH:24]=3)[N:10]=2)=[N:7][CH:8]=1 |f:1.2,3.4,7.8|. Procedure: 205 mg of 5-methoxy-2-[1-(4-methoxybenzyl)-1H-indazol-3-yl]pyrimidin-4-amine (1-4-1, 0.568 mmol, 1 eq.), 121.6 mg of 4-bromopyridine hydrochloride (1:1) (0.625 mmol. 1.1 eq.), 136.5 mg of sodium 2-methylpropan-2-olate (1.42 mmol, 2.5 eq.), 106.2 mg of 1′-binaphthalene-2,2′-diylbis(diphenylphosphane) (0.171 mmol, 0.3 eq.) and 52.0 mg of (1E,4E)-1,5-diphenylpenta-1,4-dien-3-one-palladium (3:2) (0.057 mmol, 0.1 eq.) were suspended in 3 ml of dry DMF under nitrogen atmosphere. The reaction mixture w... Starting materials: C1=NC=CC2=C(C=CC=C12)C1=CC=2C(=C(N=CC2C=2C=NN(C2)CCOC2OCCCC2)N)O1 (2-(isoquinolin-5-yl)-4-{1-[2-(tetrahydro-2H-pyran-2-yloxy)ethyl]-1H-pyrazol-4-yl}furo[2,3-c]pyridin-7-amine), Cl (HCl). Solvent: CO (MeOH). Run at time 16 hour. Product: NC=1N=CC(=C2C1OC(=C2)C2=C1C=CN=CC1=CC=C2)C=2C=NN(C2)CCO (2-{4-[7-amino-2-(isoquinolin-5-yl)furo[2,3-c]pyridin-4-yl]-1H-pyrazol-1-yl}ethanol). Isolated yield 9.8%. Reaction SMILES: [CH:1]1[C:10]2[C:5](=[C:6]([C:11]3[O:34][C:14]4=[C:15]([NH2:33])[N:16]=[CH:17][C:18]([C:19]5[CH:20]=[N:21][N:22]([CH2:24][CH2:25][O:26]C6CCCCO6)[CH:23]=5)=[C:13]4[CH:12]=3)[CH:7]=[CH:8][CH:9]=2)[CH:4]=[CH:3][N:2]=1.Cl>CO>[NH2:33][C:15]1[N:16]=[CH:17][C:18]([C:19]2[CH:20]=[N:21][N:22]([CH2:24][CH2:25][OH:26])[CH:23]=2)=[C:13]2[CH:12]=[C:11]([C:6]3[CH:7]=[CH:8][CH:9]=[C:10]4[C:5]=3[CH:4]=[CH:3][N:2]=[CH:1]4)[O:34][C:14]=12. Procedure details: 2-(isoquinolin-5-yl)-4-{1-[2-(tetrahydro-2H-pyran-2-yloxy)ethyl]-1H-pyrazol-4-yl}furo[2,3-c]pyridin-7-amine (20.0 mg, 0.0439 mmol) was dissolved in MeOH (0.5 mL) and HCl (4 M in 1,4-dioxane, 0.50 mL, 2.0 mmol) was added. The reaction stirred at RT for 16 h. The reaction was concentrated in vacuo to a solid. Purification by flash chromatography (0 to 10% 7 N NH3/MeOH:EtOAc) afforded 1.6 mg (10%) of the title compound. 1H NMR (400 MHz, CD3OD): δ 9.36 (s, 1H), 8.60 (d, J=6.06 Hz, 1H), 8.52 (d, J=6.... Starting materials: CN1CC2=C(C(CC1)O)C=CO2 (7-methyl-5,6,7,8-tetrahydro-4H-furo[2,3-c]azepin-4-ol), ClC1=C(C(=CC=C1)F)O (2-chloro-6-fluorophenol). The product is Cl.ClC1=C(C(=CC=C1)F)OC1C2=C(CN(CC1)C)OC=C2 (4-(2-Chloro-6-fluorophenyloxy)-7-methyl-5,6,7,8-tetrahydro-4H-furo[2,3-c]azepine hydrochloride). As a reaction SMILES: [CH3:1][N:2]1[CH2:8][CH2:7][CH:6]([OH:9])[C:5]2[CH:10]=[CH:11][O:12][C:4]=2[CH2:3]1.[Cl:13][C:14]1[CH:19]=[CH:18][CH:17]=[C:16]([F:20])[C:15]=1O>>[ClH:13].[Cl:13][C:14]1[CH:19]=[CH:18][CH:17]=[C:16]([F:20])[C:15]=1[O:9][CH:6]1[CH2:7][CH2:8][N:2]([CH3:1])[CH2:3][C:4]2[O:12][CH:11]=[CH:10][C:5]1=2 |f:2.3|. Procedure: The same method as in Example 47 was conducted using 7-methyl-5,6,7,8-tetrahydro-4H-furo[2,3-c]azepin-4-ol (Reference Example 19) instead of 6-methyl-4,5,6,7-tetrahydrofuro[2,3-c]pyridin-4-ol (Reference Example 1) and was conducted using 2-chloro-6-fluorophenol instead of 4-chloro-3-methylphenol to give the objective compound. Reactants: O=S(=O)(Cl)CCCCl, ClCCl, CCCOc1ccc(N)cc1-c1nn2c(C3CCCC3)nc(C)c2c(=O)[nH]1, c1ccncc1. Reaction SMILES: [Cl:28][CH2:29][CH2:30][CH2:31][S:32](=[O:33])(=[O:34])[Cl:35].[Cl:42][CH2:43][Cl:44].[NH2:1][c:2]1[cH:3][cH:4][c:5]([O:24][CH2:25][CH2:26][CH3:27])[c:6](-[c:8]2[n:9][n:10]3[c:11]([c:12](=[O:14])[nH:13]2)[c:15]([CH3:23])[n:16][c:17]3[CH:18]2[CH2:19][CH2:20][CH2:21][CH2:22]2)[cH:7]1.[cH:36]1[cH:37][cH:38][n:39][cH:40][cH:41]1>>[NH:1]([c:2]1[cH:3][cH:4][c:5]([O:24][CH2:25][CH2:26][CH3:27])[c:6](-[c:8]2[n:9][n:10]3[c:11]([c:12](=[O:14])[nH:13]2)[c:15]([CH3:23])[n:16][c:17]3[CH:18]2[CH2:19][CH2:20][CH2:21][CH2:22]2)[cH:7]1)[S:32]([CH2:31][CH2:30][CH2:29][Cl:28])(=[O:33])=[O:34]. The product is CCCOc1ccc(NS(=O)(=O)CCCCl)cc1-c1nn2c(C3CCCC3)nc(C)c2c(=O)[nH]1.